describe an organic reaction: reactants, conditions, products, and yield From a dataset of the Open Reaction Database (ORD), a public repository of structured organic reaction records. Product: OC=1C=C2C(CC(OC2=CC1)=O)C1=CC=CC=C1 (6-Hydroxy-4-phenyl-3,4-dihydrocoumarin). Procedure details: 6-Hydroxy-4-phenyl-3,4-dihydrocoumarin (II) was prepared in a similar way in 97% yield from cinnamic acid and hydroquinone. M.p. 138° (IPE-Ether). Reaction SMILES: [C:1](O)(=[O:10])[CH:2]=[CH:3][C:4]1[CH:9]=[CH:8][CH:7]=[CH:6][CH:5]=1.[C:12]1([CH:19]=[CH:18][C:16]([OH:17])=[CH:15][CH:14]=1)[OH:13]>CCOCC>[OH:13][C:12]1[CH:19]=[C:18]2[C:16](=[CH:15][CH:14]=1)[O:17][C:1](=[O:10])[CH2:2][CH:3]2[C:4]1[CH:9]=[CH:8][CH:7]=[CH:6][CH:5]=1. The yield is 97.0%. Run in CCOCC (Ether). Starting materials: C(C=CC1=CC=CC=C1)(=O)O (cinnamic acid), C1(O)=CC=C(O)C=C1 (hydroquinone). Starting materials: FC1=C(C(=O)OC(C)(C)C)C=CC(=C1)\C=C\C(F)(F)F ((E)-tert-butyl 2-fluoro-4-(3,3,3-trifluoroprop-1-enyl)benzoate). The solvent is C(Cl)Cl (CH2Cl2), C(=O)(C(F)(F)F)O (TFA). Product: FC1=C(C(=O)O)C=CC(=C1)\C=C\C(F)(F)F ((E)-2-fluoro-4-(3,3,3-trifluoroprop-1-enyl)benzoic acid). Reaction SMILES: [F:1][C:2]1[CH:14]=[C:13](/[CH:15]=[CH:16]/[C:17]([F:20])([F:19])[F:18])[CH:12]=[CH:11][C:3]=1[C:4]([O:6]C(C)(C)C)=[O:5]>C(Cl)Cl.C(O)(C(F)(F)F)=O>[F:1][C:2]1[CH:14]=[C:13](/[CH:15]=[CH:16]/[C:17]([F:18])([F:19])[F:20])[CH:12]=[CH:11][C:3]=1[C:4]([OH:6])=[O:5]. Procedure details: A solution of (E)-tert-butyl 2-fluoro-4-(3,3,3-trifluoroprop-1-enyl)benzoate (500 mg, 0.002 mol) in CH2Cl2 (10 mL) and TFA (1.0 mL) was stirred at room temperature for 2 h. The solvent was removed under reduced pressure to give a white solid. LC-MS: 2.99 min, 233.2 (M−1). The reactants are CN(C(=O)[C@H]1N(CCCC1)C(=O)C1=CC=CC=C1)C ((2S)—N,N-Dimethyl-1-(phenylcarbonyl)-2-piperidinecarboxamide), [H-].[H-].[H-].[H-].[Li+].[Al+3] (LiAlH4). Run in C1CCOC1 (THF). Reaction conditions: temperature 0 celsius, time 8 hour. The product is CN(C[C@H]1N(CCCC1)CC1=CC=CC=C1)C (N,N-dimethyl-1-[(2S)-1-(phenylmethyl)-2-piperidinyl]methanamine). The yield is 74.8%. Reaction SMILES: [CH3:1][N:2]([CH3:19])[C:3]([C@@H:5]1[CH2:10][CH2:9][CH2:8][CH2:7][N:6]1[C:11]([C:13]1[CH:18]=[CH:17][CH:16]=[CH:15][CH:14]=1)=O)=O.[H-].[H-].[H-].[H-].[Li+].[Al+3]>C1COCC1>[CH3:1][N:2]([CH3:19])[CH2:3][C@@H:5]1[CH2:10][CH2:9][CH2:8][CH2:7][N:6]1[CH2:11][C:13]1[CH:18]=[CH:17][CH:16]=[CH:15][CH:14]=1 |f:1.2.3.4.5.6|. Procedure: (2S)—N,N-Dimethyl-1-(phenylcarbonyl)-2-piperidinecarboxamide (883 mg, 3.396 mmol) was dissolved in 20 mL of THF, cooled to 0° C., and then LiAlH4 (1.386 mg, 36.54 mmol) was added portion wise. The mixture was heated to 80° C. for 2 h, then allowed to cool to RT. The reaction was quenched in succession with H2O (1.0 mL), 15% aq. NaOH (1.0 mL) and H2O (3.0 mL), and was stirred at room temperature overnight. The contents were filtered, and the filtrate was concentrated in vacuo to provide N,N-dimet... Reactants: C1(=CC=CC=C1)[C@@H](C)N[C@@H](CC=1C=C(C=CC1)CC(=O)OC)C (methyl [3-((2R)-2-{[(1R)-1-phenyl-ethyl]-amino}-propyl)-phenyl]-acetate), C(=O)[O-].[NH4+] (ammonium formate). The reagents and catalysts are [OH-].[OH-].[Pd+2] (palladium hydroxide on charcoal). Run in C(C)O (ethanol). Yields the product N[C@@H](CC=1C=C(C=CC1)CC(=O)OC)C (Methyl {3-[(2R)-2-aminopropyl]phenyl}acetate). The yield is 100.0%. Reaction SMILES: C1([C@H]([NH:9][C@H:10]([CH3:23])[CH2:11][C:12]2[CH:13]=[C:14]([CH2:18][C:19]([O:21][CH3:22])=[O:20])[CH:15]=[CH:16][CH:17]=2)C)C=CC=CC=1.C([O-])=O.[NH4+]>C(O)C.[OH-].[OH-].[Pd+2]>[NH2:9][C@H:10]([CH3:23])[CH2:11][C:12]1[CH:13]=[C:14]([CH2:18][C:19]([O:21][CH3:22])=[O:20])[CH:15]=[CH:16][CH:17]=1 |f:1.2,4.5.6|. Procedure: A solution of methyl [3-((2R)-2-{[(1R)-1-phenyl-ethyl]-amino}-propyl)-phenyl]-acetate (Preparation 89) (13.65 g, 40.9 mmol) and ammonium formate (12.9 g, 204 mmol) in ethanol (200 ml) was heated at reflux in the presence of 20% of palladium hydroxide on charcoal (Pd(OH)2/C, 1.36 g). After 3 hours the reaction mixture was cooled to room temperature, filtered through arbocel and the filtrate concentrated in vacuo. The residue was partitioned between dichloromethane (200 ml) and 880 ammonia (100 ml... Starting materials: C(CCC)OCCOC1=CC=C(C=C1)C=1C=CC2=C(C=C(CCN2)C(=O)NC2=CC(=C(C=C2)C(C2=[N+](C=CC=C2)[O-])O)C)C1 (7-[4-(2-butoxyethoxy)phenyl]-N-[4-[hydroxy(1-oxidopyridin-2-yl)methyl]-3-methylphenyl]-2,3-dihydro-1H-1-benzazepine-4-carboxamide), isobutylaldehyde, isobutylaldehyde, triacetoxy sodium borohydride, triacetoxy sodium borohydride, C([O-])(O)=O.[Na+] (sodium bicarbonate). Solvent: ClCCCl (1,2-dichloroethane). Reaction conditions: time 8 hour. The product is C(CCC)OCCOC1=CC=C(C=C1)C=1C=CC2=C(C=C(CCN2CC(C)C)C(=O)NC2=CC(=C(C=C2)C(C2=[N+](C=CC=C2)[O-])O)C)C1 (7-[4-(2-butoxyethoxy)phenyl]-N-[4-[hydroxy(1-oxidopyridin-2-yl)methyl]-3-methylphenyl]-1-isobutyl-2,3-dihydro-1H-1-benzazepine-4-carboxamide). Yield: 182.7%. Reaction SMILES: [CH2:1]([O:5][CH2:6][CH2:7][O:8][C:9]1[CH:14]=[CH:13][C:12]([C:15]2[CH:16]=[CH:17][C:18]3[NH:24][CH2:23][CH2:22][C:21]([C:25]([NH:27][C:28]4[CH:33]=[CH:32][C:31]([CH:34]([OH:42])[C:35]5[CH:40]=[CH:39][CH:38]=[CH:37][N+:36]=5[O-:41])=[C:30]([CH3:43])[CH:29]=4)=[O:26])=[CH:20][C:19]=3[CH:44]=2)=[CH:11][CH:10]=1)[CH2:2][CH2:3][CH3:4].C(=O)(O)[O-].[Na+]>ClCCCl>[CH2:1]([O:5][CH2:6][CH2:7][O:8][C:9]1[CH:10]=[CH:11][C:12]([C:15]2[CH:16]=[CH:17][C:18]3[N:24]([CH2:11][CH:12]([CH3:15])[CH3:13])[CH2:23][CH2:22][C:21]([C:25]([NH:27][C:28]4[CH:33]=[CH:32][C:31]([CH:34]([OH:42])[C:35]5[CH:40]=[CH:39][CH:38]=[CH:37][N+:36]=5[O-:41])=[C:30]([CH3:43])[CH:29]=4)=[O:26])=[CH:20][C:19]=3[CH:44]=2)=[CH:13][CH:14]=1)[CH2:2][CH2:3][CH3:4] |f:1.2|. Procedure details: 7-[4-(2-butoxyethoxy)phenyl]-N-[4-[hydroxy(1-oxidopyridin-2-yl)methyl]-3-methylphenyl]-2,3-dihydro-1H-1-benzazepine-4-carboxamide (0.6 g) and isobutylaldehyde (0.46 ml) were dissolved in 1,2-dichloroethane (50 ml), and to the solution, triacetoxy sodium borohydride (0.64 g) was added under ice-cooling and the mixture was stirred overnight at room temperature. To the mixture, isobutylaldehyde (0.46 ml) and triacetoxy sodium borohydride (0.64 g) were further added, and the mixture was stirred over...